Dataset: the Open Reaction Database (ORD), a public repository of structured organic reaction records. Task: describe an organic reaction: reactants, conditions, products, and yield The product is NC(=O)c1cccc2nc(C3CNC3)oc12. As a reaction SMILES: [C:1]([NH2:2])(=[O:3])[c:4]1[cH:5][cH:6][cH:7][c:8]2[n:9][c:10]([CH:13]3[CH2:14][N:15]([C:17]([O:18][CH2:19][c:20]4[cH:21][cH:22][cH:23][cH:24][cH:25]4)=[O:26])[CH2:16]3)[o:11][c:12]12.[CH3:27][OH:28]>>[C:1]([NH2:2])(=[O:3])[c:4]1[cH:5][cH:6][cH:7][c:8]2[n:9][c:10]([CH:13]3[CH2:14][NH:15][CH2:16]3)[o:11][c:12]12. Starting materials: NC(=O)c1cccc2nc(C3CN(C(=O)OCc4ccccc4)C3)oc12, CO. Starting materials: amino acid ester, N[C@@H](CC(=O)O)C(=O)O (aspartic acid), C(C1=CC=CC=C1)OC(=O)Cl (benzyloxycarbonyl chloride), N[C@@H](CC1=CC=CC=C1)C(=O)O (phenylalanine), C(C1=CC=CC=C1)OC(=O)N[C@@H](CC(=O)O)C(=O)O (N-benzyloxycarbonyl aspartic acid). The solvent is CO (methanol). The product is COC([C@@H](N)CC1=CC=CC=C1)=O (phenylalanine methyl ester). RXN SMILES: N[C@H:2](C(O)=O)CC(O)=O.C(OC(Cl)=O)C1C=CC=CC=1.C(OC(N[C@H](C(O)=O)CC(O)=O)=O)C1C=CC=CC=1.[NH2:40][C@H:41]([C:49]([OH:51])=[O:50])[CH2:42][C:43]1[CH:48]=[CH:47][CH:46]=[CH:45][CH:44]=1>CO>[CH3:2][O:50][C:49](=[O:51])[C@H:41]([CH2:42][C:43]1[CH:48]=[CH:47][CH:46]=[CH:45][CH:44]=1)[NH2:40]. Reported procedure: Accordingly, this invention provide a process for producing an addition compound of a dipeptide ester and an amino acid ester, in which aspartic acid and benzyloxycarbonyl chloride is reacted in an aqueous solution in the presence of a base to prepare a solution containing N-benzyloxycarbonyl aspartic acid; phenylalanine and methanol are separatedly reacted in the presence of an acid to produce phenylalanine methyl ester; excess methanol is substituted with water to convert it to an aqueous solu... Starting materials: N#N (N2), C1(=CC=CC=C1)P(C1=CC=CC=C1)C1=CC=CC=C1 (triphenyl phosphine), [N-](S(=O)(=O)C(F)(F)F)S(=O)(=O)C(F)(F)F (trifluoromethanesulfonimide), C(OCC)(OCC)=O (diethyl carbonate). Solvent: CO (methanol). Conditions: temperature 10 celsius. Product: FC(S(=O)(=O)[N-]S(=O)(=O)C(F)(F)F)(F)F.C(C)[P+](C1=CC=CC=C1)(C1=CC=CC=C1)C1=CC=CC=C1 (ethyl triphenyl phosphonium bis(trifluoromethyl sulfonyl) amide). The yield is 95.4%. As a reaction SMILES: N#N.[C:3]1([P:9]([C:16]2[CH:21]=[CH:20][CH:19]=[CH:18][CH:17]=2)[C:10]2[CH:15]=[CH:14][CH:13]=[CH:12][CH:11]=2)[CH:8]=[CH:7][CH:6]=[CH:5][CH:4]=1.[N-:22]([S:30]([C:33]([F:36])([F:35])[F:34])(=[O:32])=[O:31])[S:23]([C:26]([F:29])([F:28])[F:27])(=[O:25])=[O:24].C(=O)(OCC)O[CH2:39][CH3:40]>CO>[F:36][C:33]([F:34])([F:35])[S:30]([N-:22][S:23]([C:26]([F:27])([F:28])[F:29])(=[O:24])=[O:25])(=[O:31])=[O:32].[CH2:39]([P+:9]([C:3]1[CH:4]=[CH:5][CH:6]=[CH:7][CH:8]=1)([C:10]1[CH:15]=[CH:14][CH:13]=[CH:12][CH:11]=1)[C:16]1[CH:17]=[CH:18][CH:19]=[CH:20][CH:21]=1)[CH3:40] |f:5.6|. Procedure: In a reactor wherein air was replaced by N2, 300.0 g of (1.1 mol) triphenyl phosphine and 500 mL of methanol were added and cooled to 10° C. by a ice-bath. 320.3 g (1.14 mol) of trifluoromethanesulfonimide was then added dropwise under strong stirring, and 264.3 g (2.2 mol) of diethyl carbonate was also added after 1 hour of reaction. The reaction mixture was transferred to an autoclave, wherein air was removed prior to heating. After 2 hours of reaction at temperature of 180° C. and at pressure... The reactants are NC=1C(=C(C(=CC1)Cl)S(=O)(=O)N(CC)OC)O (3-amino-6-chloro-2-hydroxy-N-methoxy-N-ethyl-benzenesulfonamide). The reagents and catalysts are [Pd] (Pd/C). Run in CCO (EtOH). Conditions: time 5 hour. The product is NC=1C(=C(C=CC1)S(=O)(=O)N(OC)CC)O (3-Amino-N-ethyl-2-hydroxy-N-methoxybenzenesulfonamide). Reaction SMILES: [NH2:1][C:2]1[C:3]([OH:17])=[C:4]([S:9]([N:12]([O:15][CH3:16])[CH2:13][CH3:14])(=[O:11])=[O:10])[C:5](Cl)=[CH:6][CH:7]=1>CCO.[Pd]>[NH2:1][C:2]1[C:3]([OH:17])=[C:4]([S:9]([N:12]([CH2:13][CH3:14])[O:15][CH3:16])(=[O:10])=[O:11])[CH:5]=[CH:6][CH:7]=1. Procedure: A dispersion of 10% Pd/C (200 mg) in a solution of 3-amino-6-chloro-2-hydroxy-N-methoxy-N-ethyl-benzenesulfonamide (Int. FA step 2) (400 mg, 1.425 mmol) in EtOH (50 ml) was placed under a positive pressure of hyrdrogen at 0.5 bar above atmospheric pressure. After 5 hours, the catalyst was removed by filtration through Celite® (filter material), and the filtrate was reduced in vacuo. The resulting solid was used in the next step, without further purification.